The task is: describe an organic reaction: reactants, conditions, products, and yield. This data is from the Open Reaction Database (ORD), a public repository of structured organic reaction records. Reactants: aqueous solution, [OH-].[Na+] (sodium hydroxide), C(C1=CC=CC=C1)(=O)Cl (benzoyl chloride), S1CN[C@@H](C1)C(=O)O ((4R)-thiazolidine-4-carboxylic acid), aqueous solution, [OH-].[Na+] (sodium hydroxide). The solvent is CC(=O)C (acetone), CC(=O)C (acetone). Conditions: time 1 hour. Yields the product C(C1=CC=CC=C1)(=O)N1CSC[C@H]1C(=O)O ((4R)-3-benzoylthiazolidine-4-carboxylic acid). Yield: 108.2%. RXN SMILES: [S:1]1[CH2:5][C@@H:4]([C:6]([OH:8])=[O:7])[NH:3][CH2:2]1.[OH-].[Na+].[C:11](Cl)(=[O:18])[C:12]1[CH:17]=[CH:16][CH:15]=[CH:14][CH:13]=1>CC(C)=O>[C:11]([N:3]1[C@H:4]([C:6]([OH:8])=[O:7])[CH2:5][S:1][CH2:2]1)(=[O:18])[C:12]1[CH:17]=[CH:16][CH:15]=[CH:14][CH:13]=1 |f:1.2|. Procedure details: 1 liter of acetone was added to a solution of 266.2 g of (4R)-thiazolidine-4-carboxylic acid in 1 liter of a 2N aqueous solution of sodium hydroxide. The solution was cooled at a temperature between 2° and 5° C., and then a solution of 280 g of benzoyl chloride in 0.8 liter of acetone was added dropwise, while maintaining the pH value of the reaction mixture at 7.5-8.0 by the addition of 1 liter of a 2N aqueous solution of sodium hydroxide. When the addition was complete, the reaction mixture wa... Procedure details: The title compound was prepared from 2-[5-(4-chloro-phenyl)-3-ethynyl-pyrazolo[1,5-a]pyrimidin-7-yl]-propan-2-ol (example C.13) (78 mg, 0.25 mmol) and 5-bromo-thiophene-2-sulfonic acid amide (61 mg, 0.25 mmol) according to general procedure II. Obtained as a yellow solid (76 mg, 64%). MS (ISP) 473.0 [(M+H)+]; mp 206-208° C. RXN SMILES: [Cl:1][C:2]1[CH:7]=[CH:6][C:5]([C:8]2[CH:13]=[C:12]([C:14]([OH:17])([CH3:16])[CH3:15])[N:11]3[N:18]=[CH:19][C:20]([C:21]#[CH:22])=[C:10]3[N:9]=2)=[CH:4][CH:3]=1.Br[C:24]1[S:28][C:27]([S:29]([NH2:32])(=[O:31])=[O:30])=[CH:26][CH:25]=1>>[Cl:1][C:2]1[CH:7]=[CH:6][C:5]([C:8]2[CH:13]=[C:12]([C:14]([OH:17])([CH3:16])[CH3:15])[N:11]3[N:18]=[CH:19][C:20]([C:21]#[C:22][C:24]4[S:28][C:27]([S:29]([NH2:32])(=[O:31])=[O:30])=[CH:26][CH:25]=4)=[C:10]3[N:9]=2)=[CH:4][CH:3]=1. The reactants are ClC1=CC=C(C=C1)C1=NC=2N(C(=C1)C(C)(C)O)N=CC2C#C (2-[5-(4-chloro-phenyl)-3-ethynyl-pyrazolo[1,5-a]pyrimidin-7-yl]-propan-2-ol), BrC1=CC=C(S1)S(=O)(=O)N (5-bromo-thiophene-2-sulfonic acid amide). The product is ClC1=CC=C(C=C1)C1=NC=2N(C(=C1)C(C)(C)O)N=CC2C#CC2=CC=C(S2)S(=O)(=O)N (5-[5-(4-Chloro-phenyl)-7-(1-hydroxy-1-methyl-ethyl)-pyrazolo[1,5-a]pyrimidin-3-ylethynyl]-thiophene-2-sulfonic acid amide), solid. Yield: 64.0%. Reaction SMILES: Br[C:2]1[C:7]([N+:8]([O-])=O)=[CH:6][CH:5]=[C:4]([CH3:11])[N:3]=1.[C:12]1([NH:18][C:19](=O)[CH3:20])[CH:17]=[CH:16][CH:15]=[CH:14][CH:13]=1>>[CH3:20][C:19]1[N:18]([C:12]2[CH:17]=[CH:16][CH:15]=[CH:14][CH:13]=2)[C:2]2=[N:3][C:4]([CH3:11])=[CH:5][CH:6]=[C:7]2[N:8]=1. Product: CC1=NC=2C(=NC(=CC2)C)N1C1=CC=CC=C1 (2,5-Dimethyl-3-phenyl-3H-imidazo[4,5-b]pyridine). Starting materials: BrC1=NC(=CC=C1[N+](=O)[O-])C (2-Bromo-6-methyl-3-nitropyridine), C1(=CC=CC=C1)NC(C)=O (N-phenylacetamide). Isolated yield 51.1%. Procedure details: The title compound was prepared with the analogous procedure described in example 3 using 2-Bromo-6-methyl-3-nitropyridine (108 mg, 0.5 mmol) and N-phenylacetamide (81 mg, 0.6 mmol) as starting materials to yield the title compound as brown viscous oil (57 mg, 51%). 1H NMR (DMSO) δ 2.42 (s, 3 H), 3.31 (s, 3 H), 7.11 (d, J=8.0 Hz, 1 H), 7.51-7.63 (m, 5 H), 7.89 (d, J=8.0 Hz, 1 H); 13C NMR δ 14.6, 23.8, 118.0, 126.1, 127.7, 128.7, 129.4, 132.1, 134.8, 148.3, 150.9, 151.1. HRMS: cal for C14H14N3 [M... The reactants are CC(C)(C)OC(=O)N1CCN(Cc2ccccc2)C(=O)C1, COc1ccc(P2(=S)SP(=S)(c3ccc(OC)cc3)S2)cc1, Cc1ccccc1. Yields the product CC(C)(C)OC(=O)N1CCN(Cc2ccccc2)C(=S)C1. Reaction SMILES: [CH2:1]([c:2]1[cH:3][cH:4][cH:5][cH:6][cH:7]1)[N:8]1[C:9](=[O:21])[CH2:10][N:11]([C:14](=[O:15])[O:16][C:17]([CH3:18])([CH3:19])[CH3:20])[CH2:12][CH2:13]1.[CH3:22][O:23][c:24]1[cH:25][cH:26][c:27]([P:28]2(=[S:29])[S:30][P:32](=[S:33])([c:34]3[cH:35][cH:36][c:37]([O:38][CH3:39])[cH:40][cH:41]3)[S:31]2)[cH:42][cH:43]1.[CH3:44][c:45]1[cH:46][cH:47][cH:48][cH:49][cH:50]1>>[CH2:1]([c:2]1[cH:3][cH:4][cH:5][cH:6][cH:7]1)[N:8]1[C:9](=[S:31])[CH2:10][N:11]([C:14](=[O:15])[O:16][C:17]([CH3:18])([CH3:19])[CH3:20])[CH2:12][CH2:13]1. The reactants are NC1=CC(=CC2=CC=C(C=C12)OC(C)(C)C)Br (1-amino-3-bromo-7-tert-butoxynaphthalene), C(C1=CC=CC=C1)OC=1C=C(CN)C=CC1 (3-benzyloxybenzylamine), C(C)(C)(C)OC(=O)N[C@@H](CCSC)C(=O)O ((S)-N-(tert-butoxycarbonyl)methionine). Yields the product BrC=1C=C(C2=CC(=CC=C2C1)OC(C)(C)C)N1C([C@H](CC1)NC(=O)OC(C)(C)C)=O ((S)-1-(3-Bromo-7-tert-butoxynaphthalen-1-yl)-3-(tert-butoxycarbonylamino)-2-oxopyrrolidine). RXN SMILES: [NH2:1][C:2]1[C:11]2[C:6](=[CH:7][CH:8]=[C:9]([O:12][C:13]([CH3:16])([CH3:15])[CH3:14])[CH:10]=2)[CH:5]=[C:4]([Br:17])[CH:3]=1.C(OC1C=C(C=CC=1)CN)C1C=CC=CC=1.[C:34]([O:38][C:39]([NH:41][C@H:42]([C:47](O)=[O:48])[CH2:43][CH2:44]SC)=[O:40])([CH3:37])([CH3:36])[CH3:35]>>[Br:17][C:4]1[CH:3]=[C:2]([N:1]2[CH2:44][CH2:43][C@H:42]([NH:41][C:39]([O:38][C:34]([CH3:37])([CH3:36])[CH3:35])=[O:40])[C:47]2=[O:48])[C:11]2[C:6]([CH:5]=1)=[CH:7][CH:8]=[C:9]([O:12][C:13]([CH3:14])([CH3:16])[CH3:15])[CH:10]=2. Procedure details: Following the procedures described in Example 1, Steps J-L, but using 1-amino-3-bromo-7-tert-butoxynaphthalene, as described in Example 46, Step H, in place of 3-benzyloxybenzylamine, and (S)-N-(tert-butoxycarbonyl)methionine in place of (R)-N-(tert-butoxycarbonyl)methionine in Step J, the above-titled compound was obtained.